From a dataset of the Open Reaction Database (ORD), a public repository of structured organic reaction records. describe an organic reaction: reactants, conditions, products, and yield Starting materials: CC1=Cc2c(cccc2CO[Si](C)(C)C(C)(C)C)CCC1, CCCC[N+](CCCC)(CCCC)CCCC, [F-], C1CCOC1, O. The product is CC1=Cc2c(CO)cccc2CCC1. As a reaction SMILES: [C:1]([Si:2]([CH3:3])([CH3:4])[O:8][CH2:9][c:10]1[cH:11][cH:12][cH:13][c:14]2[c:15]1[CH:16]=[C:17]([CH3:21])[CH2:18][CH2:19][CH2:20]2)([CH3:5])([CH3:6])[CH3:7].[CH3:23][CH2:24][CH2:25][CH2:26][N+:27]([CH2:28][CH2:29][CH2:30][CH3:31])([CH2:32][CH2:33][CH2:34][CH3:35])[CH2:36][CH2:37][CH2:38][CH3:39].[F-:22].[O:41]1[CH2:42][CH2:43][CH2:44][CH2:45]1.[OH2:40]>>[OH:8][CH2:9][c:10]1[cH:11][cH:12][cH:13][c:14]2[c:15]1[CH:16]=[C:17]([CH3:21])[CH2:18][CH2:19][CH2:20]2. The reactants are CNc1ccc(N)c(Oc2ccccc2C(C)(C)C)n1, S=C(c1ncc[nH]1)c1ncc[nH]1, ClCCl. Yields the product CNc1ccc(N=C=S)c(Oc2ccccc2C(C)(C)C)n1. RXN SMILES: [C:1]([CH3:2])([CH3:3])([CH3:4])[c:5]1[c:6]([O:7][c:8]2[c:9]([NH2:16])[cH:10][cH:11][c:12]([NH:14][CH3:15])[n:13]2)[cH:17][cH:18][cH:19][cH:20]1.[C:21](=[S:22])([c:23]1[nH:24][cH:25][cH:26][n:27]1)[c:28]1[nH:29][cH:30][cH:31][n:32]1.[Cl:33][CH2:34][Cl:35]>>[C:1]([CH3:2])([CH3:3])([CH3:4])[c:5]1[c:6]([O:7][c:8]2[c:9]([N:16]=[C:21]=[S:22])[cH:10][cH:11][c:12]([NH:14][CH3:15])[n:13]2)[cH:17][cH:18][cH:19][cH:20]1. Reported procedure: To an appropriate flask equipped for reflux and/or distillation, 900 ml xylene, 40 grams (0.149 moles) methyl 4-hydroxy-2-methyl-2H-1,2-benzothiazine-3-carboxylate 1,1-dioxide and 19.94 grams (0.203 moles) of 3-amino-5-methylisoxazole are added. The mixture is refluxed for 13-18 hours. At 1 hour intervals, about 3-4% of the solvent volume is distilled off. Every 4 to 5 hours fresh xylene is added, equal in amount to that distilled during this period. At the end of the heating period, the reactio... Starting materials: OC1=C(N(S(C2=C1C=CC=C2)(=O)=O)C)C(=O)OC (methyl 4-hydroxy-2-methyl-2H-1,2-benzothiazine-3-carboxylate 1,1-dioxide), NC1=NOC(=C1)C (3-amino-5-methylisoxazole). Conditions: temperature 25 celsius. Reaction SMILES: [OH:1][C:2]1[C:7]2[CH:8]=[CH:9][CH:10]=[CH:11][C:6]=2[S:5](=[O:13])(=[O:12])[N:4]([CH3:14])[C:3]=1[C:15]([O:17]C)=O.[NH2:19][C:20]1[CH:24]=[C:23]([CH3:25])[O:22][N:21]=1>C1(C)C(C)=CC=CC=1>[OH:1][C:2]1[C:7]2[CH:8]=[CH:9][CH:10]=[CH:11][C:6]=2[S:5](=[O:12])(=[O:13])[N:4]([CH3:14])[C:3]=1[C:15](=[O:17])[NH:19][C:20]1[CH:24]=[C:23]([CH3:25])[O:22][N:21]=1. The solvent is C=1(C(=CC=CC1)C)C (xylene). Yields the product OC1=C(N(S(C2=C1C=CC=C2)(=O)=O)C)C(NC2=NOC(=C2)C)=O (4-Hydroxy-3-(5-Methyl-3-Isoxazolylcarbamoyl)-2-Methyl-2H-1,2-Benzothiazine 1,1-Dioxide). The reactants are C(C1=CC=CC=C1)N1CCC(=CC1)C1=NC=CC=C1 (1-benzyl-4-(2-pyridyl)-1,2,3,6-tetrahydropyridine). The reagents and catalysts are [OH-].[OH-].[Pd+2] (Pd(OH)2/C). Solvent: CO (MeOH). Reaction conditions: time 6 hour. Product: N (NH3), N1=C(C=CC=C1)C1CCNCC1 (4-(2-Pyridyl)piperidine). The yield is 179.1%. RXN SMILES: C([N:8]1[CH2:13][CH:12]=[C:11]([C:14]2[CH:19]=[CH:18][CH:17]=[CH:16][N:15]=2)[CH2:10][CH2:9]1)C1C=CC=CC=1>CO.[OH-].[OH-].[Pd+2]>[NH3:8].[N:15]1[CH:16]=[CH:17][CH:18]=[CH:19][C:14]=1[CH:11]1[CH2:12][CH2:13][NH:8][CH2:9][CH2:10]1 |f:2.3.4|. Procedure: A mixture of 3.2 g (12.8 mmol) of 1-benzyl-4-(2-pyridyl)-1,2,3,6-tetrahydropyridine and 1.2 g of Pd(OH)2/C in 25 mL of MeOH was hydrogenated at 50 psi for 6 h. The reaction mixture was filtered and the filtrate was concentrated. The residue was purified by chomatography [CH2Cl2:MeOH:(2M NH3 in MeOH), 100:8:4) to give 1.86 g of the title compound. As a reaction SMILES: [CH2:2]([CH2:3][CH3:4])[N:5]([CH:6]1[CH2:7][c:8]2[c:9]([C:16](=[O:17])[O:18][CH3:19])[cH:10][cH:11][cH:12][c:13]2[CH2:14][CH2:15]1)[CH2:20][CH2:21][CH3:22].[CH3:25][OH:26].[ClH:1].[Na+:24].[OH-:23].[OH2:27]>>[CH2:2]([CH2:3][CH3:4])[N:5]([CH:6]1[CH2:7][c:8]2[c:9]([C:16](=[O:17])[OH:18])[cH:10][cH:11][cH:12][c:13]2[CH2:14][CH2:15]1)[CH2:20][CH2:21][CH3:22]. Yields the product CCCN(CCC)C1CCc2cccc(C(=O)O)c2C1. The reactants are CCCN(CCC)C1CCc2cccc(C(=O)OC)c2C1, CO, Cl, [Na+], [OH-], O. Starting materials: [OH-].[Na+] (sodium hydroxide), ClC=1OC(=C(N1)C1=CC=C(C=C1)Cl)CCC(=O)OC (methyl 2-chloro-4-(4-chlorophenyl)-5-oxazolepropionate), Cl (hydrochloric acid). The solvent is C(C)O (ethanol). Conditions: time 20 minute. The product is ClC=1OC(=C(N1)C1=CC=C(C=C1)Cl)CCC(=O)O (2-chloro-4-(4-chlorophenyl)-5-oxazolepropionic acid). Isolated yield 98.7%. As a reaction SMILES: [OH-].[Na+].[Cl:3][C:4]1[O:5][C:6]([CH2:16][CH2:17][C:18]([O:20]C)=[O:19])=[C:7]([C:9]2[CH:14]=[CH:13][C:12]([Cl:15])=[CH:11][CH:10]=2)[N:8]=1.Cl>C(O)C>[Cl:3][C:4]1[O:5][C:6]([CH2:16][CH2:17][C:18]([OH:20])=[O:19])=[C:7]([C:9]2[CH:10]=[CH:11][C:12]([Cl:15])=[CH:13][CH:14]=2)[N:8]=1 |f:0.1|. Reported procedure: An aqueous solution of 1N sodium hydroxide (34 ml) was dropwise added to an ethanol (50 ml) solution of methyl 2-chloro-4-(4-chlorophenyl)-5-oxazolepropionate (8.50 g), with cooling with ice. After stirring for 20 minutes with cooling and then for 30 minutes at room temperature, 2N hydrochloric acid was added thereto, and the crystals thus precipitated were collected by filtration to obtain 2-chloro-4-(4-chlorophenyl)-5-oxazolepropionic acid (8.00 g, 99%). This was recrystallized from ethyl acet...